Dataset: the Open Reaction Database (ORD), a public repository of structured organic reaction records. Task: describe an organic reaction: reactants, conditions, products, and yield Reactants: C1=CC=CC=C1 (benzene), dimethyl acetal, CC1=C(NCC=O)C=C(C=C1)C(F)(F)F (2-(2-methyl-5-trifluoromethylanilino)acetaldehyde), C([O-])([O-])=O.[Na+].[Na+] (sodium carbonate), ClCC(=O)Cl (α-chloroacetyl chloride). Solvent: O (water). Product: dimethyl acetal, ClCC(=O)N(C1=C(C=CC(=C1)C(F)(F)F)C)CC=O (2-(N-α-chloroacetyl-2-methyl-5-trifluoromethylanilino)-acetaldehyde). Reaction SMILES: [CH3:1][C:2]1[CH:11]=[CH:10][C:9]([C:12]([F:15])([F:14])[F:13])=[CH:8][C:3]=1[NH:4][CH2:5][CH:6]=[O:7].C(=O)([O-])[O-].[Na+].[Na+].C1C=CC=CC=1.[Cl:28][CH2:29][C:30](Cl)=[O:31]>O>[Cl:28][CH2:29][C:30]([N:4]([CH2:5][CH:6]=[O:7])[C:3]1[CH:8]=[C:9]([C:12]([F:13])([F:14])[F:15])[CH:10]=[CH:11][C:2]=1[CH3:1])=[O:31] |f:1.2.3|. Procedure details: The dimethyl acetal of 2-(2-methyl-5-trifluoromethylanilino)acetaldehyde (0.1 mole), sodium carbonate (0.06 mole) dissolved in water (50 ml) and benzene (50 ml) are charged into a glass reaction vessel equipped with a mechanical stirrer, thermometer and cooling means. The mixture is cooled to a temperature of about 0°C and α-chloroacetyl chloride (0.11 mole) is incrementally added with stirring. After the addition is completed stirring is continued and the reaction mixture is permitted to warm t... Reactants: Cc1cc(NC(=O)OC(C)(C)C)c(NC(=O)CC(=O)c2cccc(-c3cnccn3)c2)cc1Cl, ClCCl, O=C(O)C(F)(F)F. Yields the product Cc1cc2c(cc1Cl)NC(=O)CC(c1cccc(-c3cnccn3)c1)=N2. Reaction SMILES: [C:1]([O:2][C:3](=[O:4])[NH:7][c:8]1[c:9]([NH:16][C:17]([CH2:18][C:19](=[O:5])[c:20]2[cH:21][c:22](-[c:26]3[n:27][cH:28][cH:29][n:30][cH:31]3)[cH:23][cH:24][cH:25]2)=[O:33])[cH:10][c:11]([Cl:15])[c:12]([CH3:14])[cH:13]1)([CH3:6])([CH3:32])[CH3:34].[Cl:42][CH2:43][Cl:44].[F:35][C:36]([F:37])([F:38])[C:39]([OH:40])=[O:41]>>[N:7]1=[C:19]([c:20]2[cH:21][c:22](-[c:26]3[n:27][cH:28][cH:29][n:30][cH:31]3)[cH:23][cH:24][cH:25]2)[CH2:18][C:17](=[O:33])[NH:16][c:9]2[c:8]1[cH:13][c:12]([CH3:14])[c:11]([Cl:15])[cH:10]2. Starting materials: CS(=O)(=O)OC(C)C1=NC=2N(C(=C1)N(COCC[Si](C)(C)C)COCC[Si](C)(C)C)N=CC2C=2C=NC1=CC=C(C=C1C2)F (1-(7-(bis((2-(trimethylsilyl)ethoxy)methyl)amino)-3-(6-fluoroquinolin-3-yl)pyrazolo[1,5-a]pyrimidin-5-yl)ethyl methanesulfonate), C(C)(C)N(C(C)C)CC (N,N-diisopropyl-ethylamine), [N-]=[N+]=[N-].[Na+] (sodium azide). Run in CS(=O)C (DMSO). Reaction conditions: time 4 hour. Yields the product N(=[N+]=[N-])C(C)C1=NC=2N(C(=C1)N(COCC[Si](C)(C)C)COCC[Si](C)(C)C)N=CC2C=2C=NC1=CC=C(C=C1C2)F (5-(1-azidoethyl)-3-(6-fluoroquinolin-3-yl)-N,N-bis((2-(trimethylsilyl)ethoxy)methyl)pyrazolo[1,5-a]pyrimidin-7-amine). Yield: 98.9%. As a reaction SMILES: CS(O[CH:6]([C:8]1[CH:13]=[C:12]([N:14]([CH2:23][O:24][CH2:25][CH2:26][Si:27]([CH3:30])([CH3:29])[CH3:28])[CH2:15][O:16][CH2:17][CH2:18][Si:19]([CH3:22])([CH3:21])[CH3:20])[N:11]2[N:31]=[CH:32][C:33]([C:34]3[CH:35]=[N:36][C:37]4[C:42]([CH:43]=3)=[CH:41][C:40]([F:44])=[CH:39][CH:38]=4)=[C:10]2[N:9]=1)[CH3:7])(=O)=O.C(N(CC)C(C)C)(C)C.[N-:54]=[N+:55]=[N-:56].[Na+]>CS(C)=O>[N:54]([CH:6]([C:8]1[CH:13]=[C:12]([N:14]([CH2:23][O:24][CH2:25][CH2:26][Si:27]([CH3:29])([CH3:28])[CH3:30])[CH2:15][O:16][CH2:17][CH2:18][Si:19]([CH3:20])([CH3:21])[CH3:22])[N:11]2[N:31]=[CH:32][C:33]([C:34]3[CH:35]=[N:36][C:37]4[C:42]([CH:43]=3)=[CH:41][C:40]([F:44])=[CH:39][CH:38]=4)=[C:10]2[N:9]=1)[CH3:7])=[N+:55]=[N-:56] |f:2.3|. Reported procedure: To a solution of 1-(7-(bis((2-(trimethylsilyl)ethoxy)methyl)amino)-3-(6-fluoroquinolin-3-yl)pyrazolo[1,5-a]pyrimidin-5-yl)ethyl methanesulfonate (6.8 g, 10.3 mmol) in DMSO (100 mL) and N,N-diisopropyl-ethylamine (8.95 mL, 51.4 mmol) was added sodium azide (2.0 g, 30.8 mmol). After 4 hours the reaction was complete by HPLC. The contents of the flask were transferred to a separatory funnel, washed twice with water and twice with brine. The organics were dried over sodium sulfate, filtered and conc...